This data is from the Open Reaction Database (ORD), a public repository of structured organic reaction records. The task is: describe an organic reaction: reactants, conditions, products, and yield Reactants: C(C1=CC=CC=C1)N1C=NC=2C(=NC=CC21)Cl (1-benzyl-4-chloro-1H-imidazo[4,5-c]pyridine), C(C)N1CC(CCC1)=O (N-ethyl-3-piperidone). Yields the product C(C1=CC=CC=C1)N1C(=NC=2C(=NC=CC21)Cl)C2(CN(CCC2)CC)O (3-(1-Benzyl-4-chloro-1H-imidazo[4,5-c]pyridin-2-yl)-1-ethyl-piperidin-3ol). RXN SMILES: [CH2:1]([N:8]1[C:16]2[CH:15]=[CH:14][N:13]=[C:12]([Cl:17])[C:11]=2[N:10]=[CH:9]1)[C:2]1[CH:7]=[CH:6][CH:5]=[CH:4][CH:3]=1.[CH2:18]([N:20]1[CH2:25][CH2:24][CH2:23][C:22](=[O:26])[CH2:21]1)[CH3:19]>>[CH2:1]([N:8]1[C:16]2[CH:15]=[CH:14][N:13]=[C:12]([Cl:17])[C:11]=2[N:10]=[C:9]1[C:22]1([OH:26])[CH2:23][CH2:24][CH2:25][N:20]([CH2:18][CH3:19])[CH2:21]1)[C:2]1[CH:3]=[CH:4][CH:5]=[CH:6][CH:7]=1. Procedure details: Following the procedure of Example 13 and using 1-benzyl-4-chloro-1H-imidazo[4,5-c]pyridine (0.60 g, 2.5 mmol) and (0.36 g, 2.8 mmol) of N-ethyl-3-piperidone gave the free base of the title compound which was purified by flash chromatography on silica gel eluting with EtOAc to give, after preparation of the salt, the dihydrochloride, 0.59 hydrate as an amorphous solid, 0.30 g (26%): Reactants: CC1CN(C(=O)OC(C)(C)C)CC(C)N1, CC(=O)Cl, ClCCl. Yields the product CC(=O)N1C(C)CN(C(=O)OC(C)(C)C)CC1C. As a reaction SMILES: [C:5]([CH3:6])([CH3:7])([CH3:8])[O:9][C:10](=[O:11])[N:12]1[CH2:13][CH:14]([CH3:19])[NH:15][CH:16]([CH3:18])[CH2:17]1.[CH3:1][C:2]([Cl:3])=[O:4].[Cl:20][CH2:21][Cl:22]>>[CH3:1][C:2](=[O:4])[N:15]1[CH:14]([CH3:19])[CH2:13][N:12]([C:10]([O:9][C:5]([CH3:6])([CH3:7])[CH3:8])=[O:11])[CH2:17][CH:16]1[CH3:18]. Reactants: C(#N)C1=C(C=C(C=C1)B(O)O)F (4-cyano-3-fluorophenyl boronic acid), BrC=1C=C(N)C=CC1 (3-bromoaniline), [O-]P(=O)([O-])[O-].[K+].[K+].[K+] (K3PO4), C1(CCCCC1)P(C1CCCCC1)C1CCCCC1 (PCy3). The reagents and catalysts are C=1C=CC(=CC1)/C=C/C(=O)/C=C/C2=CC=CC=C2.C=1C=CC(=CC1)/C=C/C(=O)/C=C/C2=CC=CC=C2.C=1C=CC(=CC1)/C=C/C(=O)/C=C/C2=CC=CC=C2.[Pd].[Pd] (Pd2(dba)3). Solvent: O1CCOCC1 (dioxane). Product: C(#N)C1=C(C=C(C=C1)C1=CC(=CC=C1)N)F (4′-cyano-3′-fluoro-biphenyl-3-ylamine). Isolated yield 98.0%. RXN SMILES: [C:1]([C:3]1[CH:8]=[CH:7][C:6](B(O)O)=[CH:5][C:4]=1[F:12])#[N:2].Br[C:14]1[CH:15]=[C:16]([CH:18]=[CH:19][CH:20]=1)[NH2:17].[O-]P([O-])([O-])=O.[K+].[K+].[K+].C1(P(C2CCCCC2)C2CCCCC2)CCCCC1>O1CCOCC1.C1C=CC(/C=C/C(/C=C/C2C=CC=CC=2)=O)=CC=1.C1C=CC(/C=C/C(/C=C/C2C=CC=CC=2)=O)=CC=1.C1C=CC(/C=C/C(/C=C/C2C=CC=CC=2)=O)=CC=1.[Pd].[Pd]>[C:1]([C:3]1[CH:8]=[CH:7][C:6]([C:14]2[CH:20]=[CH:19][CH:18]=[C:16]([NH2:17])[CH:15]=2)=[CH:5][C:4]=1[F:12])#[N:2] |f:2.3.4.5,8.9.10.11.12|. Procedure: 4-cyano-3-fluorophenyl boronic acid (0.144 g, 0.872 mmol) and 3-bromoaniline (0.063 mL, 0.581 mmol) were combined in dioxane (2 mL) in a flame-dried, round-bottom flask. K3PO4 (1.27M, 0.778 mL, 0.99 mmol), PCy3 (0.004 g, 0.014 mmol), and Pd2(dba)3 (0.005 g, 0.006 mmol) were added to the stirred solution. The reaction was refluxed overnight under argon flow, and subsequently cooled to room temperature. The solvent was removed under vacuum and the resulting residue was resuspended in CH2Cl2. The o...